Task: describe an organic reaction: reactants, conditions, products, and yield. Dataset: the Open Reaction Database (ORD), a public repository of structured organic reaction records As a reaction SMILES: [OH:1]O.[CH3:3][C:4]1([CH3:14])[C:13]2[C:8](=[CH:9][CH:10]=[CH:11][CH:12]=2)[CH:7]=[CH:6][CH2:5]1>C(O)=O>[CH3:3][C:4]1([CH3:14])[C:13]2[C:8](=[CH:9][CH:10]=[CH:11][CH:12]=2)[CH2:7][C:6](=[O:1])[CH2:5]1. Isolated yield 40.0%. Run in C(=O)O (formic acid). Procedure: To a stirred mixture of 30% hydrogen peroxide (5 ml) and 97% formic acid (20 ml) in a round bottom flask equipped with an additional funnel, thermometer, and an ice water bath was added 1,2-dihydro-1,1-dimethylnaphthalene (4.5 g, 28 mmoles) dropwise at 5° C. under a nitrogen atmosphere. When the addition was complete, the reaction vessel was raised above the cooling bath to allow the reaction temperature to rise to just bellow 35° C. at which point the flask was immersed again. In this manner th... Starting materials: CC1(CC=CC2=CC=CC=C12)C (1,2-dihydro-1,1-dimethylnaphthalene), OO (hydrogen peroxide), ferric sulfate. Product: CC1(CC(CC2=CC=CC=C12)=O)C (4,4-dimethyl-2-tetralone). Starting materials: CC=1C(=CSC1)B(O)O (4-methyl-3-thiopheneboronic acid), BrC1=C(C=C(C(=O)OC)C=C1)C(F)(F)F (methyl 4-bromo-3-(trifluoromethyl)benzoate), CC=1C(=CSC1)B(O)O (4-methyl-3-thiopheneboronic acid), C([O-])([O-])=O.[K+].[K+] (potassium carbonate). Reagents/catalysts: C=1C=CC(=CC1)[P](C=2C=CC=CC2)(C=3C=CC=CC3)[Pd]([P](C=4C=CC=CC4)(C=5C=CC=CC5)C=6C=CC=CC6)([P](C=7C=CC=CC7)(C=8C=CC=CC8)C=9C=CC=CC9)[P](C=1C=CC=CC1)(C=1C=CC=CC1)C=1C=CC=CC1 (Pd(PPh3)4). The solvent is C1(=CC=CC=C1)C (toluene), O (water). Reaction conditions: time 3 hour. Product: CC=1C(=CSC1)C1=C(C=C(C(=O)OC)C=C1)C(F)(F)F (methyl 4-(4-methyl-3-thienyl)-3-(trifluoromethyl)benzoate). Yield: 80.6%. As a reaction SMILES: Br[C:2]1[CH:11]=[CH:10][C:5]([C:6]([O:8][CH3:9])=[O:7])=[CH:4][C:3]=1[C:12]([F:15])([F:14])[F:13].[CH3:16][C:17]1[C:18](B(O)O)=[CH:19][S:20][CH:21]=1.C(=O)([O-])[O-].[K+].[K+]>C1(C)C=CC=CC=1.O.C1C=CC([P]([Pd]([P](C2C=CC=CC=2)(C2C=CC=CC=2)C2C=CC=CC=2)([P](C2C=CC=CC=2)(C2C=CC=CC=2)C2C=CC=CC=2)[P](C2C=CC=CC=2)(C2C=CC=CC=2)C2C=CC=CC=2)(C2C=CC=CC=2)C2C=CC=CC=2)=CC=1>[CH3:16][C:17]1[C:18]([C:2]2[CH:11]=[CH:10][C:5]([C:6]([O:8][CH3:9])=[O:7])=[CH:4][C:3]=2[C:12]([F:15])([F:14])[F:13])=[CH:19][S:20][CH:21]=1 |f:2.3.4,^1:42,44,63,82|. Reported procedure: A mixture of methyl 4-bromo-3-(trifluoromethyl)benzoate (3.5 g; 12.4 mmol; 1 eq.), 4-methyl-3-thiopheneboronic acid (1.93 g; 13.6 mmol; 1.1 eq.), potassium carbonate (8.54 g; 61.8 mmol; 5 eq.) and Pd(PPh3)4 (1.43 g; 1.24 mmol; 0.1 eq.) in toluene (17.5 mL) and water (17.5 mL) was refluxed for 24 h whereupon 4-methyl-3-thiopheneboronic acid (0.88 g; 6.2 mmol; 0.5 eq.) was added. The reaction mixture was stirred for a further 3 hours then cooled down to room temperature and filtered through a pad ... Product: O=C(c1ccccc1Cl)c1ccc(O)c(Cl)c1Cl. Reactants: [Al+3], [Cl-], [Cl-], [Cl-], COc1ccc(C(=O)c2ccccc2Cl)c(Cl)c1Cl, c1ccccc1. Reaction SMILES: [Al+3:21].[Cl-:20].[Cl-:22].[Cl-:23].[Cl:1][c:2]1[c:3]([C:4](=[O:5])[c:6]2[c:7]([Cl:12])[cH:8][cH:9][cH:10][cH:11]2)[cH:13][cH:14][c:15]([O:18][CH3:19])[c:16]1[Cl:17].[cH:24]1[cH:25][cH:26][cH:27][cH:28][cH:29]1>>[Cl:1][c:2]1[c:3]([C:4](=[O:5])[c:6]2[c:7]([Cl:12])[cH:8][cH:9][cH:10][cH:11]2)[cH:13][cH:14][c:15]([OH:18])[c:16]1[Cl:17]. The reactants are CCCCCC (hexane), CCOC(=O)C (EtOAc), [Br-].[Br-].[Br-].C1(=CC=CC=C1)[N+](C)(C)C.C1(=CC=CC=C1)[N+](C)(C)C.C1(=CC=CC=C1)[N+](C)(C)C (Phenyltrimethylammonium tribromide), C(C1=CC=CC=C1)OC1=C(C=CC(=C1)F)C(C)=O (2′-(benzyloxy)-4′-fluoroacetophenone). The solvent is C1CCOC1 (THF), O (water). Run at time 45 minute. Product: C(C1=CC=CC=C1)OC1=C(C=CC(=C1)F)C(CBr)=O (2′-(benzyloxy)-2-bromo-4′-fluoroacetophenone). Reaction SMILES: [Br-:1].[Br-].[Br-].C1([N+](C)(C)C)C=CC=CC=1.C1([N+](C)(C)C)C=CC=CC=1.C1([N+](C)(C)C)C=CC=CC=1.[CH2:34]([O:41][C:42]1[CH:47]=[C:46]([F:48])[CH:45]=[CH:44][C:43]=1[C:49](=[O:51])[CH3:50])[C:35]1[CH:40]=[CH:39][CH:38]=[CH:37][CH:36]=1.CCCCCC.CCOC(C)=O>C1COCC1.O>[CH2:34]([O:41][C:42]1[CH:47]=[C:46]([F:48])[CH:45]=[CH:44][C:43]=1[C:49](=[O:51])[CH2:50][Br:1])[C:35]1[CH:36]=[CH:37][CH:38]=[CH:39][CH:40]=1 |f:0.1.2.3.4.5|. Reported procedure: Phenyltrimethylammonium tribromide (1.55 g, 4.13 mmol) was added to a solution of 2′-(benzyloxy)-4′-fluoroacetophenone (1.01 g, 4.13 mmol) in THF (10 mL), and the mixture stirred at room temperature for 45 minutes, over which time the orange solution faded and a white precipitate formed. Tlc analysis (9:1 hexane:EtOAc) showed the reaction to be complete. The mixture was poured into water (20 mL) and extracted with ether (2×50 mL). The combined ethereal extracts were dried (MgSO4) and the solvent... Starting materials: monomer, C(C)(C)(C)O (tert-butanol), C(C1=CC=CC=C1)(=O)OOC(C1=CC=CC=C1)=O (Benzoyl peroxide). Reaction conditions: temperature 80 celsius. The product is C=CC1=CC=CC=C1.C(C=C)(=O)O (styrene acrylic acid). RXN SMILES: [C:1]([O:9]O[C:11](=O)[C:12]1[CH:17]=[CH:16][CH:15]=[CH:14][CH:13]=1)(=[O:8])[C:2]1C=CC=C[CH:3]=1.[C:19](O)(C)(C)C>>[CH2:19]=[CH:11][C:12]1[CH:13]=[CH:14][CH:15]=[CH:16][CH:17]=1.[C:1]([OH:9])(=[O:8])[CH:2]=[CH2:3] |f:2.3|. Procedure: Two additional styrene/acrylic acid copolymers were prepared by solution polymerization (in tert-butanol at 30% monomer concentration). Benzoyl peroxide (2.0 mmoles/mole monomers) was added to the reaction mixture which was then purged with nitrogen for 10-15 min and heated to 80° C. for 16-20 hours. In the early stages of the reaction, an ice bath was used to moderate the exotherm. The resulting polymer was isolated by precipitating in water and drying in a vacuum over (60° C./1 torr). After dr... Starting materials: BrCCC(C(=O)OCC)C (ethyl γ-bromo-α-methylbutyrate), N1CCCCC1 (piperidine). Procedure: 10.5 g. (0.05 mole) of ethyl γ-bromo-α-methylbutyrate was combined with 17.0 g. (0.20 mole) of piperidine and 100 ml. of benzene and stirred for 16 hours at room temperature and heated at 60° C. for 4 hours. The reaction mixture was cooled and the colorless solid which appeared was removed by filtration. The mother liquor was concentrated to give ethyl α-methyl-γ-piperidinobutyrate as a mobile yellow liquid which distilled (b.p. 78° C. at 0.25 mm.) as 6.7 g. (63%) of colorless liquid. The nuclea... Run at temperature 60 celsius. Solvent: C1=CC=CC=C1 (benzene). Product: CC(C(=O)OCC)CCN1CCCCC1 (ethyl α-methyl-γ-piperidinobutyrate). RXN SMILES: Br[CH2:2][CH2:3][CH:4]([CH3:10])[C:5]([O:7][CH2:8][CH3:9])=[O:6].[NH:11]1[CH2:16][CH2:15][CH2:14][CH2:13][CH2:12]1>C1C=CC=CC=1>[CH3:10][CH:4]([CH2:3][CH2:2][N:11]1[CH2:16][CH2:15][CH2:14][CH2:13][CH2:12]1)[C:5]([O:7][CH2:8][CH3:9])=[O:6]. Reactants: Cc1cc(C)c(N2CCN(C(=O)OC(C)(C)C)CC2)cc1C, CCOCC, ClCCl, Cl, C1COCCO1. The product is Cc1cc(C)c(N2CCNCC2)cc1C. RXN SMILES: [C:1]([O:2][C:3](=[O:4])[N:8]1[CH2:9][CH2:10][N:11]([c:14]2[c:15]([CH3:22])[cH:16][c:17]([CH3:21])[c:18]([CH3:20])[cH:19]2)[CH2:12][CH2:13]1)([CH3:5])([CH3:6])[CH3:7].[CH3:30][CH2:31][O:32][CH2:33][CH3:34].[Cl:35][CH2:36][Cl:37].[ClH:29].[O:23]1[CH2:24][CH2:25][O:26][CH2:27][CH2:28]1>>[NH:8]1[CH2:9][CH2:10][N:11]([c:14]2[c:15]([CH3:22])[cH:16][c:17]([CH3:21])[c:18]([CH3:20])[cH:19]2)[CH2:12][CH2:13]1. Reactants: CC(C)(C)OC(=O)N1CCC(=O)CC1, C1CCOC1, CN, CO, CN, ClCCl, Cl, [Na+], [OH-], O=C(Cl)c1ccc2nonc2c1. Product: CN(C(=O)c1ccc2nonc2c1)C1CCN(C(=O)OC(C)(C)C)CC1. Reaction SMILES: [C:8](=[O:9])([O:10][C:11]([CH3:12])([CH3:13])[CH3:14])[N:15]1[CH2:16][CH2:17][C:18](=[O:21])[CH2:19][CH2:20]1.[CH2:36]1[O:37][CH2:38][CH2:39][CH2:40]1.[CH3:1][NH2:2].[CH3:34][OH:35].[CH3:4][NH2:5].[Cl:41][CH2:42][Cl:43].[ClH:3].[Na+:7].[OH-:6].[n:22]1[o:23][n:24][c:25]2[c:26]1[cH:27][cH:28][c:29]([C:31](=[O:32])[Cl:33])[cH:30]2>>[CH3:1][N:2]([CH:18]1[CH2:17][CH2:16][N:15]([C:8](=[O:9])[O:10][C:11]([CH3:12])([CH3:13])[CH3:14])[CH2:20][CH2:19]1)[C:31]([c:29]1[cH:28][cH:27][c:26]2[n:22][o:23][n:24][c:25]2[cH:30]1)=[O:32]. Starting materials: Cc1nc(-c2cn(S(=O)(=O)c3ccccc3)c3ncc(C4=CCCCC4)cc23)cs1, C1CCOC1, CCO. Yields the product Cc1nc(-c2cn(S(=O)(=O)c3ccccc3)c3ncc(C4CCCCC4)cc23)cs1. RXN SMILES: [C:1]1([c:7]2[cH:8][c:9]3[c:10]([n:11][cH:12]2)[n:13]([S:22](=[O:23])(=[O:24])[c:25]2[cH:26][cH:27][cH:28][cH:29][cH:30]2)[cH:14][c:15]3-[c:16]2[n:17][c:18]([CH3:21])[s:19][cH:20]2)=[CH:2][CH2:3][CH2:4][CH2:5][CH2:6]1.[CH2:34]1[O:35][CH2:36][CH2:37][CH2:38]1.[CH3:31][CH2:32][OH:33]>>[CH:1]1([c:7]2[cH:8][c:9]3[c:10]([n:11][cH:12]2)[n:13]([S:22](=[O:23])(=[O:24])[c:25]2[cH:26][cH:27][cH:28][cH:29][cH:30]2)[cH:14][c:15]3-[c:16]2[n:17][c:18]([CH3:21])[s:19][cH:20]2)[CH2:2][CH2:3][CH2:4][CH2:5][CH2:6]1. Starting materials: CC1=C(C=CC(=C1)C(=O)N1CC=2N(CC3=C1C=CC=C3)C(=CC2)C(=O)O)C2=C(C=CC=C2)C(F)(F)F (10-[(2-Methyl-2′-trifluoromethyl-[1,1′-biphenyl]-4-yl)carbonyl]-10,11-dihydro-5H-pyrrolo[2,1-c][1,4]benzodiazepine-3-carboxylic acid), N(CCO)CCO (diethanolamine), ON1N=NC2=C1C=CC=C2 (1-hydroxybenzotriazole), Cl.CN(CCCN=C=NCC)C (1-[3-(dimethylamino)propyl]-3-ethyl carbodiimide hydrochloride), C(C)(C)N(C(C)C)CC (N,N-diisopropylethyl amine). The solvent is CN(C=O)C (N,N-dimethylformamide), C(C)(=O)OCC (ethyl acetate). Run at time 8 hour. Product: OCCN(C(=O)C1=CC=C2CN(C3=C(CN21)C=CC=C3)C(=O)C3=CC(=C(C=C3)C3=C(C=CC=C3)C(F)(F)F)C)CCO (10-[(2-Methyl-2′-trifluoromethyl-[1,1′-biphenyl]-4-yl)carbonyl]-10,11-dihydro-5H-pyrrolo[2,1-c][1,4]benzodiazepine-3-carboxylic Acid bis-(2-hydroxy-ethyl)-amide). Yield: 78.1%. RXN SMILES: [CH3:1][C:2]1[CH:7]=[C:6]([C:8]([N:10]2[C:16]3[CH:17]=[CH:18][CH:19]=[CH:20][C:15]=3[CH2:14][N:13]3[C:21]([C:24](O)=[O:25])=[CH:22][CH:23]=[C:12]3[CH2:11]2)=[O:9])[CH:5]=[CH:4][C:3]=1[C:27]1[CH:32]=[CH:31][CH:30]=[CH:29][C:28]=1[C:33]([F:36])([F:35])[F:34].[NH:37]([CH2:41][CH2:42][OH:43])[CH2:38][CH2:39][OH:40].ON1C2C=CC=CC=2N=N1.Cl.CN(C)CCCN=C=NCC.C(N(CC)C(C)C)(C)C>CN(C)C=O.C(OCC)(=O)C>[OH:40][CH2:39][CH2:38][N:37]([CH2:41][CH2:42][OH:43])[C:24]([C:21]1[N:13]2[C:12]([CH2:11][N:10]([C:8]([C:6]3[CH:5]=[CH:4][C:3]([C:27]4[CH:32]=[CH:31][CH:30]=[CH:29][C:28]=4[C:33]([F:36])([F:34])[F:35])=[C:2]([CH3:1])[CH:7]=3)=[O:9])[C:16]3[CH:17]=[CH:18][CH:19]=[CH:20][C:15]=3[CH2:14]2)=[CH:23][CH:22]=1)=[O:25] |f:3.4|. Reported procedure: To a solution of 10-[(2-methyl-2′-trifluoromethyl-[1,1′-biphenyl]-4-yl)carbonyl]-10,11-dihydro-5H-pyrrolo[2,1-c][1,4]benzodiazepine-3-carboxylic acid of Step F (0.50 g, 1.02 mmol) and diethanolamine (0.13 g, 1.24 mmol) in N,N-dimethylformamide (4 mL) was added 1-hydroxybenzotriazole (0.15 g, 1.11 mmol) and 1-[3-(dimethylamino)propyl]-3-ethyl carbodiimide hydrochloride (0.22 g, 1.15 mmol) followed by N,N-diisopropylethyl amine (0.27 mL, 1.55 mmol). The reaction mixture was stirred overnight, then...